This data is from the Open Reaction Database (ORD), a public repository of structured organic reaction records. The task is: describe an organic reaction: reactants, conditions, products, and yield Starting materials: CC(C)CC=O, CCC=CC=O. Product: CC(C)CCCCC=CC=O. As a reaction SMILES: [CH3:7][CH:8]([CH3:9])[CH2:10][CH:11]=[O:12].[CH:1]([CH:2]=[CH:3][CH2:4][CH3:5])=[O:6]>>[CH:1]([CH:2]=[CH:3][CH2:4][CH2:5][CH2:11][CH2:10][CH:8]([CH3:7])[CH3:9])=[O:6]. Starting materials: CC(C)Br, O=C([O-])[O-], CCOC(=O)c1oc2ccc(Br)c(O)c2c1C, [K+], [K+], CN(C)C=O. Product: CCOC(=O)c1oc2ccc(Br)c(OC(C)C)c2c1C. As a reaction SMILES: [Br:24][CH:25]([CH3:26])[CH3:27].[C:18](=[O:19])([O-:20])[O-:21].[CH2:1]([CH3:2])[O:3][C:4](=[O:5])[c:6]1[o:7][c:8]2[c:9]([c:10]1[CH3:11])[c:12]([OH:17])[c:13]([Br:16])[cH:14][cH:15]2.[K+:22].[K+:23].[O:28]=[CH:29][N:30]([CH3:31])[CH3:32]>>[CH2:1]([CH3:2])[O:3][C:4](=[O:5])[c:6]1[o:7][c:8]2[c:9]([c:10]1[CH3:11])[c:12]([O:17][CH:25]([CH3:26])[CH3:27])[c:13]([Br:16])[cH:14][cH:15]2.